Dataset: the Open Reaction Database (ORD), a public repository of structured organic reaction records. Task: describe an organic reaction: reactants, conditions, products, and yield Reaction conditions: time 12 hour. Yield: 76.0%. Starting materials: C1(CC1)SC(C(CN1N=CN=C1)(O)C1=C(C=C(C=C1)F)F)(F)F (1-(cyclopropylthio)-2-(2,4-difluorophenyl)-1,1-difluoro-3-(1H-1,2,4-triazol-1-yl)-2-propanol), ClC1=CC(=CC=C1)C(=O)OO (m-chloroperbenzoic acid), S(=S)(=O)([O-])[O-].[Na+].[Na+] (sodium thiosulfate), C([O-])(O)=O.[Na+] (sodium bicarbonate). Reaction SMILES: C1(S[C:5]([F:23])([F:22])[C:6]([C:14]2[CH:19]=[CH:18][C:17]([F:20])=[CH:16][C:15]=2[F:21])([OH:13])[CH2:7][N:8]2[CH:12]=[N:11][CH:10]=[N:9]2)CC1.ClC1C=CC=[C:27]([C:31](OO)=O)[CH:26]=1.[S:35]([O-:39])([O-])(=[O:37])=S.[Na+].[Na+].C(=O)(O)[O-].[Na+]>ClCCl>[CH:31]1([S:35]([C:5]([F:22])([F:23])[C:6]([C:14]2[CH:19]=[CH:18][C:17]([F:20])=[CH:16][C:15]=2[F:21])([OH:13])[CH2:7][N:8]2[CH:12]=[N:11][CH:10]=[N:9]2)(=[O:39])=[O:37])[CH2:27][CH2:26]1 |f:2.3.4,5.6|. Run in ClCCl (dichloromethane). Procedure details: To a solution of 1-(cyclopropylthio)-2-(2,4-difluorophenyl)-1,1-difluoro-3-(1H-1,2,4-triazol-1-yl)-2-propanol (2.3 g, 6.63 mmol) in dichloromethane (200 ml), 85% m-chloroperbenzoic acid (3.6 g, 14.58 mmol) was added at room temperature, followed by stirring at room temperature for 12 hours. After the completion of the reaction, a saturated aqueous solution of sodium thiosulfate and a saturated aqueous solution of sodium bicarbonate were added and the resulting mixture was stirred. The dichlorome... The product is C1(CC1)S(=O)(=O)C(C(CN1N=CN=C1)(O)C1=C(C=C(C=C1)F)F)(F)F (1-(cyclopropylsulfonyl)-2-(2,4-difluorophenyl)-1,1-difluoro-3-(1H-1,2,4-triazol-1-yl)-2-propanol). Reactants: CNC (dimethylamine), BrCC1=CC=CC(=N1)N1C(C=2C(C1=O)=CC=CC2)=O (6-bromomethyl-2-phthalimido-pyridine). Solvent: C(C)O (ethanol). Reaction conditions: time 2 hour. Yields the product CN(C1=CC=CC(=N1)N)C (6-dimethylamino-2-amino pyridine). As a reaction SMILES: C[NH:2]C.BrC[C:6]1[N:11]=[C:10]([N:12]2[C:16](=O)C3=CC=CC=C3[C:13]2=O)[CH:9]=[CH:8][CH:7]=1>C(O)C>[CH3:13][N:12]([CH3:16])[C:10]1[N:11]=[C:6]([NH2:2])[CH:7]=[CH:8][CH:9]=1. Procedure: To ethanol (140 ml) saturated with dimethylamine gas at ice bath temperature is added 6-bromomethyl-2-phthalimido-pyridine (13.6 gm, 43 mmol). After stirring for 2 hours, the solution is concentrated to half volume to remove any excess dimethylamine. Hydrazine hydrate (2.4 ml) is added and refluxed for 2 hours. The reaction is cooled, filtered to remove precipitated byproduct and evaporated to dryness. The residue is dissolved in chloroform, washed with water, dried over anhydrous sodium sulfate... Reactants: COC1=CC=C(C(C2=CC=C(C=C2)OC)(C2=CC=CC=C2)Cl)C=C1 (4,4'-dimethoxytrityl chloride), N#N.C(C(C)C)(=O)[C@@]1(C[C@H](O)[C@@H](CO)O1)N1C=NC=2C(=O)NC(N)=NC12 (N2 isobutyryl-2'-deoxyguanosine). The reagents and catalysts are CN(C)C=1C=CN=CC1 (DMAP). Solvent: N1=CC=CC=C1 (pyridine), N1=CC=CC=C1 (pyridine). Reaction conditions: time 15 hour. Product: N#N.C(C(C)C)(=O)[C@@]1(C[C@H](O)[C@@H](COC(C2=CC=C(C=C2)OC)(C2=CC=C(C=C2)OC)C2=CC=CC=C2)O1)N1C=NC=2C(=O)NC(N)=NC12 (N2 Isobutyryl-5'-O-(4,4'-dimethoxytrityl)-2'-deoxyguanosine). Reaction SMILES: [N:1]#[N:2].[C:3]([C@@:8]1([N:16]2[C:26]3[N:25]=[C:23]([NH2:24])[NH:22][C:20](=[O:21])[C:19]=3[N:18]=[CH:17]2)[O:15][C@H:12]([CH2:13][OH:14])[C@@H:10]([OH:11])[CH2:9]1)(=[O:7])[CH:4]([CH3:6])[CH3:5].[CH3:27][O:28][C:29]1[CH:50]=[CH:49][C:32]([C:33](Cl)([C:42]2[CH:47]=[CH:46][CH:45]=[CH:44][CH:43]=2)[C:34]2[CH:39]=[CH:38][C:37]([O:40][CH3:41])=[CH:36][CH:35]=2)=[CH:31][CH:30]=1>CN(C1C=CN=CC=1)C.N1C=CC=CC=1>[N:1]#[N:2].[C:3]([C@@:8]1([N:16]2[C:26]3[N:25]=[C:23]([NH2:24])[NH:22][C:20](=[O:21])[C:19]=3[N:18]=[CH:17]2)[O:15][C@H:12]([CH2:13][O:14][C:33]([C:42]2[CH:47]=[CH:46][CH:45]=[CH:44][CH:43]=2)([C:34]2[CH:39]=[CH:38][C:37]([O:40][CH3:41])=[CH:36][CH:35]=2)[C:32]2[CH:31]=[CH:30][C:29]([O:28][CH3:27])=[CH:50][CH:49]=2)[C@@H:10]([OH:11])[CH2:9]1)(=[O:7])[CH:4]([CH3:6])[CH3:5] |f:0.1,5.6|. Reported procedure: The tritylation procedure of Jones45 was modified such that no DMAP was used. To 3.37 g (10.0 mmol) of N2 -isobutyryl-2'-deoxyguanosine (that was first concentrated from dry pyridine) in 50 mL of dry pyridine, was added 4.06 g (12.0 mmol, 1.20 equiv.) of 4,4'-dimethoxytrityl chloride. The reaction was stirred for 15 h, and then concentrated. The residue was partitioned between CH2Cl2 and 0.5% aq. NaHCO3, shaken, and separated. The organic layer was washed with 0.5% aq. NaHCO3 and dried. The crud...